Dataset: the Open Reaction Database (ORD), a public repository of structured organic reaction records. Task: describe an organic reaction: reactants, conditions, products, and yield Reactants: O=C1CCC(=O)N1Br, COC(=O)c1ccoc1C, CN(C)C=O, O. Product: COC(=O)c1cc(Br)oc1C. Reaction SMILES: [Br:11][N:12]1[C:13](=[O:14])[CH2:15][CH2:16][C:17]1=[O:18].[CH3:1][c:2]1[o:3][cH:4][cH:5][c:6]1[C:7](=[O:8])[O:9][CH3:10].[CH3:20][N:21]([CH3:22])[CH:23]=[O:24].[OH2:19]>>[CH3:1][c:2]1[o:3][c:4]([Br:11])[cH:5][c:6]1[C:7](=[O:8])[O:9][CH3:10]. Reactants: IC=1C=C(N)C=CC1 (3-Iodoaniline), ClCC(=O)OC (methyl chloroacetate), C([O-])(O)=O.[Na+] (sodium bicarbonate), Intermediate 5. As a reaction SMILES: [I:1][C:2]1[CH:3]=[C:4]([CH:6]=[CH:7][CH:8]=1)[NH2:5].Cl[CH2:10][C:11]([O:13][CH3:14])=[O:12].C(=O)(O)[O-].[Na+]>>[CH3:14][O:13][C:11](=[O:12])[CH2:10][NH:5][C:4]1[CH:6]=[CH:7][CH:8]=[C:2]([I:1])[CH:3]=1 |f:2.3|. Yield: 150.5%. Procedure: 3-Iodoaniline (40.0 g), methyl chloroacetate (37.12 g) and sodium bicarbonate (30.75 g) were treated according to the method of Intermediate 5 to give an oil (ca. 80 g), a sample of which (1.2 g) was purified by FCC eluting with System A (7:3) to give the title compound (0.8 g) as a solid, m.p. 83°. Product: COC(CNC1=CC(=CC=C1)I)=O (N-(3-Iodophenyl)glycine methyl ester). The reactants are BrC1=C(C=C(C(=C1)F)OCC1=CC=CC=C1)[N+](=O)[O-] (1-bromo-5-fluoro-2-nitro-4-[(phenylmethyl)oxy]benzene), C(=C)[Mg]Br (vinylmagnesium bromide). Solvent: C1CCOC1 (THF). Reaction conditions: temperature -40 celsius, time 40 minute. The product is BrC=1C=C(C(=C2C=CNC12)OCC1=CC=CC=C1)F (7-bromo-5-fluoro-4-[(phenylmethyl)oxy]-1H-indole). Yield: 34.7%. As a reaction SMILES: [Br:1][C:2]1[CH:7]=[C:6]([F:8])[C:5]([O:9][CH2:10][C:11]2[CH:16]=[CH:15][CH:14]=[CH:13][CH:12]=2)=[CH:4][C:3]=1[N+:17]([O-])=O.[CH:20]([Mg]Br)=[CH2:21]>C1COCC1>[Br:1][C:2]1[CH:7]=[C:6]([F:8])[C:5]([O:9][CH2:10][C:11]2[CH:16]=[CH:15][CH:14]=[CH:13][CH:12]=2)=[C:4]2[C:3]=1[NH:17][CH:21]=[CH:20]2. Reported procedure: A solution of 1-bromo-5-fluoro-2-nitro-4-[(phenylmethyl)oxy]benzene (D4) (10.58 g, 32.4 mmol) in THF was cooled to −40° C. under argon and vinylmagnesium bromide (97 mL of 1M solution in THF, 97 mmol) was added quickly via syringe. The temperature reached ˜−30° C. before cooling down to −40° C. The mixture was stirred at −40° C. for 40 mins and then quenched by the addition of NH4Cl solution. The mixture was allowed to reach room temperature and the layers were separated. The aqueous layer was r... The reactants are FC1=C(C=CC=C1)C(C1=C(C(=C(C=C1)OC)Cl)Cl)=O (2'-fluoro-4-methoxy-2,3-dichlorobenzophenone), [Cl-].[Al+3].[Cl-].[Cl-] (aluminum chloride), Cl (hydrochloric acid), ice. The solvent is C1=CC=CC=C1 (benzene). Product: ClC1=C(C(=O)C2=C(C=CC=C2)F)C=CC(=C1Cl)O (2,3-dichloro-4-hydroxy-2'-fluoro-benzophenone). As a reaction SMILES: [F:1][C:2]1[CH:7]=[CH:6][CH:5]=[CH:4][C:3]=1[C:8](=[O:19])[C:9]1[CH:14]=[CH:13][C:12]([O:15]C)=[C:11]([Cl:17])[C:10]=1[Cl:18].[Cl-].[Al+3].[Cl-].[Cl-].Cl>C1C=CC=CC=1>[Cl:18][C:10]1[C:11]([Cl:17])=[C:12]([OH:15])[CH:13]=[CH:14][C:9]=1[C:8]([C:3]1[CH:4]=[CH:5][CH:6]=[CH:7][C:2]=1[F:1])=[O:19] |f:1.2.3.4|. Procedure: To a mixture of 38.5 g of 2'-fluoro-4-methoxy-2,3-dichlorobenzophenone and 34.7 g of aluminum chloride in 250 ml of benzene is refluxed for 5 hours, then poured over a mixture of 100 ml of concentrated hydrochloric acid and 100 ml of ice. The two-phase mixture is extracted with ethyl acetate and the combined extracts are dried and concentrated to dryness leaving a solid residue. The residue is triturated with hexane and the resulting solid is recrystallized from an ether-hexane mixture to yield ...